From a dataset of the Open Reaction Database (ORD), a public repository of structured organic reaction records. describe an organic reaction: reactants, conditions, products, and yield The reactants are BrC1=CC=C(C=C1)C1(CC1)C(=O)N1[C@@H](C[C@H](C1)S(=O)(=O)C1=C(C=CC=C1)Cl)C(=O)O ((2S,4R)-1-[1-(4-bromo-phenyl)-cyclopropanecarbonyl]-4-(2-chloro-benzenesulfonyl)-pyrrolidine-2-carboxylic acid), N[C@H]([C@@H](C(=O)NC1CC1)O)CCC ((2S,3S)-3-amino-N-cyclopropyl-2-hydroxyhexanamide). Yields the product BrC1=CC=C(C=C1)C1(CC1)C(=O)N1[C@@H](C[C@H](C1)S(=O)(=O)C1=C(C=CC=C1)Cl)C(=O)N[C@H](C(C(=O)NC1CC1)=O)CCC ((2S,4R)-1-(1-(4-bromophenyl)cyclopropanecarbonyl)-4-(2-chlorophenylsulfonyl)-N—((S)-1-(cyclopropylamino)-1,2-dioxohexan-3-yl)pyrrolidine-2-carboxamide). Reaction SMILES: [Br:1][C:2]1[CH:7]=[CH:6][C:5]([C:8]2([C:11]([N:13]3[CH2:17][C@H:16]([S:18]([C:21]4[CH:26]=[CH:25][CH:24]=[CH:23][C:22]=4[Cl:27])(=[O:20])=[O:19])[CH2:15][C@H:14]3[C:28]([OH:30])=O)=[O:12])[CH2:10][CH2:9]2)=[CH:4][CH:3]=1.[NH2:31][C@@H:32]([CH2:41][CH2:42][CH3:43])[C@H:33]([OH:40])[C:34]([NH:36][CH:37]1[CH2:39][CH2:38]1)=[O:35]>>[Br:1][C:2]1[CH:7]=[CH:6][C:5]([C:8]2([C:11]([N:13]3[CH2:17][C@H:16]([S:18]([C:21]4[CH:26]=[CH:25][CH:24]=[CH:23][C:22]=4[Cl:27])(=[O:19])=[O:20])[CH2:15][C@H:14]3[C:28]([NH:31][C@@H:32]([CH2:41][CH2:42][CH3:43])[C:33](=[O:40])[C:34]([NH:36][CH:37]3[CH2:39][CH2:38]3)=[O:35])=[O:30])=[O:12])[CH2:10][CH2:9]2)=[CH:4][CH:3]=1. Reported procedure: The title compound was prepared in analogy to Example 1, using (2S,4R)-1-[1-(4-bromo-phenyl)-cyclopropanecarbonyl]-4-(2-chloro-benzenesulfonyl)-pyrrolidine-2-carboxylic acid and (2S,3S)-3-amino-N-cyclopropyl-2-hydroxyhexanamide in step 1. MS (m/e)=680.1 [M+H+]. Starting materials: COC(=O)C(C)Br, O=C([O-])[O-], CN(c1ccc(O)cc1)c1nc2cc(Cl)ccc2s1, CN(C)C=O, [K+], [K+], O. Yields the product COC(=O)C(C)Oc1ccc(N(C)c2nc3cc(Cl)ccc3s2)cc1. Reaction SMILES: [Br:20][CH:21]([C:22](=[O:23])[O:24][CH3:25])[CH3:26].[C:27](=[O:28])([O-:29])[O-:30].[CH3:1][N:2]([c:3]1[s:4][c:5]2[c:6]([n:7]1)[cH:8][c:9]([Cl:12])[cH:10][cH:11]2)[c:13]1[cH:14][cH:15][c:16]([OH:19])[cH:17][cH:18]1.[CH3:33][N:34]([CH3:35])[CH:36]=[O:37].[K+:31].[K+:32].[OH2:38]>>[CH3:1][N:2]([c:3]1[s:4][c:5]2[c:6]([n:7]1)[cH:8][c:9]([Cl:12])[cH:10][cH:11]2)[c:13]1[cH:14][cH:15][c:16]([O:19][CH:21]([C:22](=[O:23])[O:24][CH3:25])[CH3:26])[cH:17][cH:18]1.